From a dataset of the Open Reaction Database (ORD), a public repository of structured organic reaction records. describe an organic reaction: reactants, conditions, products, and yield Starting materials: BrC1=CC=C(C=C1)C[C@H](C[C@@](C(=O)O)(C)CO)NC(=O)C=1N=NNC1 ((2S,4R)-5-(4-bromophenyl)-2-hydroxymethyl-2-methyl-4-[(1H-[1,2,3]triazole-4-carbonyl)amino]pentanoic acid), O (water), ClC=1C=C(C=CC1)B(O)O (3-chlorophenylboronic acid), C([O-])([O-])=O.[Na+].[Na+] (sodium carbonate). Reagents/catalysts: C=1C=CC(=CC1)[P](C=2C=CC=CC2)(C=3C=CC=CC3)[Pd]([P](C=4C=CC=CC4)(C=5C=CC=CC5)C=6C=CC=CC6)([P](C=7C=CC=CC7)(C=8C=CC=CC8)C=9C=CC=CC9)[P](C=1C=CC=CC1)(C=1C=CC=CC1)C=1C=CC=CC1 (Tetrakis(triphenylphosphine)palladium(0)). Run in O1CCOCC1 (dioxane). Reaction conditions: temperature 90 celsius. The product is ClC=1C=C(C=CC1)C1=CC=C(C=C1)C[C@H](C[C@@](C(=O)O)(C)CO)NC(=O)C=1N=NNC1 ((2S,4R)-5-(3′-Chlorobiphenyl-4-yl)-2-hydroxymethyl-2-methyl-4-[(1H-[1,2,3]triazole-4-carbonyl)amino]pentanoic Acid). Yield: 19.9%. As a reaction SMILES: Br[C:2]1[CH:7]=[CH:6][C:5]([CH2:8][C@@H:9]([NH:18][C:19]([C:21]2[N:22]=[N:23][NH:24][CH:25]=2)=[O:20])[CH2:10][C@:11]([CH2:16][OH:17])([CH3:15])[C:12]([OH:14])=[O:13])=[CH:4][CH:3]=1.[Cl:26][C:27]1[CH:28]=[C:29](B(O)O)[CH:30]=[CH:31][CH:32]=1.C(=O)([O-])[O-].[Na+].[Na+].O>C1C=CC([P]([Pd]([P](C2C=CC=CC=2)(C2C=CC=CC=2)C2C=CC=CC=2)([P](C2C=CC=CC=2)(C2C=CC=CC=2)C2C=CC=CC=2)[P](C2C=CC=CC=2)(C2C=CC=CC=2)C2C=CC=CC=2)(C2C=CC=CC=2)C2C=CC=CC=2)=CC=1.O1CCOCC1>[Cl:26][C:27]1[CH:32]=[C:31]([C:2]2[CH:7]=[CH:6][C:5]([CH2:8][C@@H:9]([NH:18][C:19]([C:21]3[N:22]=[N:23][NH:24][CH:25]=3)=[O:20])[CH2:10][C@:11]([CH2:16][OH:17])([CH3:15])[C:12]([OH:14])=[O:13])=[CH:4][CH:3]=2)[CH:30]=[CH:29][CH:28]=1 |f:2.3.4,^1:46,48,67,86|. Procedure: (2S,4R)-5-(4-bromophenyl)-2-hydroxymethyl-2-methyl-4-[(1H-[1,2,3]triazole-4-carbonyl)amino]pentanoic acid (38 mg, 92 μmol) was combined with 3-chlorophenylboronic acid (28.9 mg, 185 μmol), sodium carbonate (29.4 mg, 277 μmol), water (0.2 mL) and dioxane (1.5 mL). The reaction vessel was sealed, air was removed by vacuum, and the vessel was purged with nitrogen. Tetrakis(triphenylphosphine)palladium(0) (21.4 mg, 18 μmol) was quickly added and air was removed by vacuum. The mixture was heated at 9... Starting materials: ClCC(C(=O)O)(C)C (3-chloro-2,2-dimethylpropionic acid), methanolic solution, CO (methanol), O (water), Cl (hydrochloric acid). The solvent is C[O-].[Na+] (sodium methoxide). Conditions: time 1 hour. Yields the product OCC(C(=O)OC)(C)C (methyl 3-hydroxy-2,2-dimethylpropionate). As a reaction SMILES: Cl[CH2:2][C:3]([CH3:8])([CH3:7])[C:4]([OH:6])=[O:5].Cl.[OH2:10].[CH3:11]O>C[O-].[Na+]>[OH:10][CH2:2][C:3]([CH3:8])([CH3:7])[C:4]([O:6][CH3:11])=[O:5] |f:4.5|. Procedure: To a stirred solution of 30.0 grams (0.22 mole) of 3-chloro-2,2-dimethylpropionic acid in 100 ml of absolute methanol was added dropwise 35.6 grams (0.66 mole) of a methanolic solution 25% in sodium methoxide. The exothermic reaction caused the reaction mixture temperature to rise to 40°. Upon completion of addition the reaction mixture was heated at reflux for 4 hours, then cooled to ambient temperature where it was stirred for one hour. The reaction mixture was acidified with concentrated hydr... The reactants are O=C(CCCC(=O)O)C1=CN(C2=CC=CC=C12)C=1C=NC=CC1 (3-(1-oxo-4-carboxybutyl)-N-(3-pyridyl)-indole). Solvent: C(C)(=O)O (acetic acid). Reaction conditions: time 8 hour. Product: C(=O)(O)CCCCC1=CN(C2=CC=CC=C12)C=1C=NC=CC1 (3-(4-carboxybutyl)-N-(3-pyridyl)-indole), compound. As a reaction SMILES: O=[C:2]([C:9]1[C:17]2[C:12](=[CH:13][CH:14]=[CH:15][CH:16]=2)[N:11]([C:18]2[CH:19]=[N:20][CH:21]=[CH:22][CH:23]=2)[CH:10]=1)[CH2:3][CH2:4][CH2:5][C:6]([OH:8])=[O:7]>C(O)(=O)C>[C:6]([CH2:5][CH2:4][CH2:3][CH2:2][C:9]1[C:17]2[C:12](=[CH:13][CH:14]=[CH:15][CH:16]=2)[N:11]([C:18]2[CH:19]=[N:20][CH:21]=[CH:22][CH:23]=2)[CH:10]=1)([OH:8])=[O:7]. Procedure details: To a solution of 0.5 g of 3-(1-oxo-4-carboxybutyl)-N-(3-pyridyl)-indole in 7.5 ml of glacial acetic acid is added 0.5 g of borane-tert-butylamine complex. The reaction mixture is stirred at room temperature overnight. The reaction mixture is concentrated, the residue is dissolved in 10 ml of 1N sodium hydroxide, water is added to the residue, the pH is adjusted to 5.0 with hydrochloric acid and the product is filtered off and dried to yield 3-(4-carboxybutyl)-N-(3-pyridyl)-indole identical to th... Reactants: O=C([O-])[O-], C=CCBr, COc1ccc2c(c1)C13CCNC(C2)C1CC(C)(C)OC3, CC#N, Cl, [K+], [K+]. Yields the product C=CCN1CCC23COC(C)(C)CC2C1Cc1ccc(OC)cc13. Reaction SMILES: [C:27](=[O:28])([O-:29])[O-:30].[CH2:23]([CH:24]=[CH2:25])[Br:26].[CH3:2][O:3][c:4]1[cH:5][cH:6][c:7]2[c:16]([cH:17]1)[C:15]13[CH:10]([CH:9]([CH2:8]2)[NH:20][CH2:19][CH2:18]1)[CH2:11][C:12]([CH3:21])([CH3:22])[O:13][CH2:14]3.[CH3:33][C:34]#[N:35].[ClH:1].[K+:31].[K+:32]>>[CH3:2][O:3][c:4]1[cH:5][cH:6][c:7]2[c:16]([cH:17]1)[C:15]13[CH:10]([CH:9]([CH2:8]2)[N:20]([CH2:25][CH:24]=[CH2:23])[CH2:19][CH2:18]1)[CH2:11][C:12]([CH3:21])([CH3:22])[O:13][CH2:14]3. Reactants: OB(O)c1ccccc1 (effective_coupling_partner), COc2ccc(Oc1nc(OC)nc(OC)n1)cc2 (substrate). Reagents/catalysts: PCy3. Run at temperature 110 celsius, time 24 hour. Product: COc2ccc(c1ccccc1)cc2. Yields the product OCCCc1cnoc1-c1cc(Cl)cc(Cl)c1. The reactants are CC(C)C[Al+]CC(C)C, COC(=O)CCc1cnoc1-c1cc(Cl)cc(Cl)c1, Cl, [H-], C1CCOC1. RXN SMILES: [CH2:21]([Al+:22][CH2:23][CH:24]([CH3:25])[CH3:26])[CH:27]([CH3:28])[CH3:29].[Cl:1][c:2]1[cH:3][c:4](-[c:9]2[c:10]([CH2:14][CH2:15][C:16](=[O:17])[O:18][CH3:19])[cH:11][n:12][o:13]2)[cH:5][c:6]([Cl:8])[cH:7]1.[ClH:30].[H-:20].[O:31]1[CH2:32][CH2:33][CH2:34][CH2:35]1>>[Cl:1][c:2]1[cH:3][c:4](-[c:9]2[c:10]([CH2:14][CH2:15][CH2:16][OH:17])[cH:11][n:12][o:13]2)[cH:5][c:6]([Cl:8])[cH:7]1. The reactants are N1=C(NC2=C1C=CC=C2)C(=O)O (benzimidazole carboxylic acid), C(=O)(OCC1=CC=CC=C1)NN (N-Cbz-hydrazine), CN(C)C(=[N+](C)C)ON1C2=C(C=CC=C2)N=N1.[B-](F)(F)(F)F (TBTU), CCN(C(C)C)C(C)C (DIEA), CN(C)C=O (DMF). The reagents and catalysts are [Pd] (Pd/C). The solvent is CCOC(=O)C (EtOAc), C1CCOC1.CCO (THF EtOH). The product is C1(CCCCC1)N1C(=NC2=C1C=CC(=C2)C(=O)NN)C2=COC=C2 (1-cyclohexyl-2-furan-3-yl-1H-benzoimidazole-5-carboxylic acid hydrazide). RXN SMILES: [N:1]1[C:5]2[CH:6]=[CH:7][CH:8]=[CH:9][C:4]=2[NH:3][C:2]=1[C:10](O)=O.[C:13](NN)([O:15][CH2:16][C:17]1C=CC=CC=1)=O.CN(C(ON1N=N[C:35]2[CH:36]=[CH:37][CH:38]=[CH:39][C:34]1=2)=[N+](C)C)C.[B-](F)(F)(F)F.CC[N:49](C(C)C)C(C)C.C[N:57]([CH:59]=[O:60])C>C1COCC1.CCO.[Pd].CCOC(C)=O>[CH:34]1([N:3]2[C:4]3[CH:9]=[CH:8][C:7]([C:59]([NH:57][NH2:49])=[O:60])=[CH:6][C:5]=3[N:1]=[C:2]2[C:10]2[CH:17]=[CH:16][O:15][CH:13]=2)[CH2:35][CH2:36][CH2:37][CH2:38][CH2:39]1 |f:2.3,6.7|. Reported procedure: The benzimidazole carboxylic acid of example 2 (0.500 g, 1.61 mmol) was stirred in DMF (10 mL) with N-Cbz-hydrazine (0.268 g, 1.61 mmol), TBTU (0.620 g, 1.93 mmol) and DIEA (0.727 g, 563 mmol) for 3 days. EtOAc was added and the reaction mixture was washed twice with 10% aqueous citric acid, twice with saturated aqueous NaHCO3 and once with brine. The organic layer was dried over anhydrous MgSO4, filtered and concentrated to give a brown foam that was hydrogenolyzed in THF—EtOH (1:1) with 10% Pd...